Dataset: the Open Reaction Database (ORD), a public repository of structured organic reaction records. Task: describe an organic reaction: reactants, conditions, products, and yield Reactants: BrC1=C(C=C(C=C1)F)CBr (1-bromo-2-(bromomethyl)-4-fluorobenzene), [Na+].[I-] (NaI), C(#N)[S-].[K+] (KSCN). Solvent: CN(C)C=O (DMF), O (water). Conditions: temperature 80 celsius. Yields the product BrC1=C(C=C(C=C1)F)CN=C=S (1-bromo-4-fluoro-2-(isothiocyanatomethyl)benzene). RXN SMILES: [Br:1][C:2]1[CH:7]=[CH:6][C:5]([F:8])=[CH:4][C:3]=1[CH2:9]Br.[Na+].[I-].[C:13]([S-:15])#[N:14].[K+]>CN(C=O)C.O>[Br:1][C:2]1[CH:7]=[CH:6][C:5]([F:8])=[CH:4][C:3]=1[CH2:9][N:14]=[C:13]=[S:15] |f:1.2,3.4|. Procedure details: To a solution of 1-bromo-2-(bromomethyl)-4-fluorobenzene (12, 5.36 g, 20.0 mmol) in dry DMF (20 mL) was added NaI (1.20 g, 8.00 mmol) and KSCN (3.88 g, 40.0 mmol). The mixture was heated under N2 at 80° C. for 12 h. After cooling to RT, the mixture was diluted with water (100 mL), and extracted with EtOAc (50 mL×2). The combined extracts were washed with brine, dried over MgSO4 and concentrated to give crude product. This was purified by column chromatography on silica gel, and eluted with petro... The reactants are Cl.FC(C=1C=C(C=C(C1)C(F)(F)F)[C@@H](C)O[C@@H]1[C@H]([C@@H]2CNC[C@@H]2CC1)C1=CC=C(C=C1)F)(F)F ((3aR,4R,5S,7aR)-5-{(1R)-1-[3,5-bis(Trifluoromethyl)phenyl]ethoxy}-4-(4-fluorophenyl)octahydro-1H-isoindole hydrochloride salt), C1(CC(CC1)=O)=O (cyclopentane-1,3-dione), CC=1C=CC(=CC1)S(=O)(=O)O (PTSA). The solvent is C1(=CC=CC=C1)C (toluene). Yields the product FC(C=1C=C(C=C(C1)C(F)(F)F)[C@@H](C)O[C@@H]1[C@H]([C@@H]2CN(C[C@@H]2CC1)C1=CC(CC1)=O)C1=CC=C(C=C1)F)(F)F (3-[(3aR,4R,5S,7aR)-5-{(1R)-1-[3,5-bis(Trifluoromethyl)phenyl]ethoxy}-4-(4-fluorophenyl)-octahydro-2H-isoindol-2-yl]cyclopent-2-en-1-one). As a reaction SMILES: Cl.[F:2][C:3]([F:34])([F:33])[C:4]1[CH:5]=[C:6]([C@H:14]([O:16][C@H:17]2[CH2:25][CH2:24][C@@H:23]3[C@@H:19]([CH2:20][NH:21][CH2:22]3)[C@@H:18]2[C:26]2[CH:31]=[CH:30][C:29]([F:32])=[CH:28][CH:27]=2)[CH3:15])[CH:7]=[C:8]([C:10]([F:13])([F:12])[F:11])[CH:9]=1.[C:35]1(=O)[CH2:39][CH2:38][C:37](=[O:40])[CH2:36]1.CC1C=CC(S(O)(=O)=O)=CC=1>C1(C)C=CC=CC=1>[F:34][C:3]([F:2])([F:33])[C:4]1[CH:5]=[C:6]([C@H:14]([O:16][C@H:17]2[CH2:25][CH2:24][C@@H:23]3[C@@H:19]([CH2:20][N:21]([C:35]4[CH2:39][CH2:38][C:37](=[O:40])[CH:36]=4)[CH2:22]3)[C@@H:18]2[C:26]2[CH:27]=[CH:28][C:29]([F:32])=[CH:30][CH:31]=2)[CH3:15])[CH:7]=[C:8]([C:10]([F:13])([F:11])[F:12])[CH:9]=1 |f:0.1|. Reported procedure: To a solution of 12.3 mg (0.26 mmol) of (3aR,4R,5S,7aR)-5-{(1R)-1-[3,5-bis(trifluoromethyl)phenyl]ethoxy}-4-(4-fluorophenyl)octahydro-1H-isoindole (Example 2) in ˜2 mL dry toluene was added 2.7 mg (0.028 mmol) cyclopentane-1,3-dione and a catalytic amount (˜0.5 mg) of PTSA. The resulting mixture was heated at reflux for 16 hr. The solvent was removed vacuum and the residue was purified by prep TLC eluting with EtOAc/MeOH (95/5) to afford the title compound. 1H-NMR (CDCl3): δ: 7.73 (1H, s), 7.20 ... Starting materials: BrN1C(CCC1=O)=O (1-bromopyrrolidine-2,5-dione), C1CC(=O)N(C1=O)Br (NBS), CC1(CN(CCC1)C1=CC=C(C=C1)[N+](=O)[O-])C(=O)N (3-methyl-1-(4-nitrophenyl)piperidine-3-carboxamide), C1(=CC=CC=C1)CO (phenylmethanol), N12CCCCCC2=NCCC1 (1,8-diazabicyclo[5.4.0]undec-7-ene). Solvent: C(CCl)Cl (ClCH2CH2Cl). Reaction conditions: temperature 0 celsius, time 15 minute. Product: CC1(CN(CCC1)C1=CC=C(C=C1)[N+](=O)[O-])NC(OCC1=CC=CC=C1)=O (benzyl 3-methyl-1-(4-nitrophenyl)piperidin-3-ylcarbamate). Isolated yield 87.5%. RXN SMILES: C[C:2]1([C:17](N)=O)[CH2:7][CH2:6][CH2:5][N:4]([C:8]2[CH:13]=[CH:12][C:11]([N+:14]([O-:16])=[O:15])=[CH:10][CH:9]=2)[CH2:3]1.[C:20]1([CH2:26][OH:27])[CH:25]=[CH:24][CH:23]=[CH:22][CH:21]=1.N12CCCN=C1CCCCC2.Br[N:40]1[C:44](=[O:45])CCC1=O>C(Cl)CCl>[CH3:17][C:2]1([NH:40][C:44](=[O:45])[O:27][CH2:26][C:20]2[CH:25]=[CH:24][CH:23]=[CH:22][CH:21]=2)[CH2:7][CH2:6][CH2:5][N:4]([C:8]2[CH:9]=[CH:10][C:11]([N+:14]([O-:16])=[O:15])=[CH:12][CH:13]=2)[CH2:3]1. Procedure: To a solution of 3-methyl-1-(4-nitrophenyl)piperidine-3-carboxamide (1.8538 g, 7.04 mmol) and phenylmethanol (7.61 g, 70.4 mmol) in ClCH2CH2Cl (30 ml) cooled at 0° C. was added 1,8-diazabicyclo[5.4.0]undec-7-ene (3.18 mL, 21.12 mmol) dropwise, followed by 1-bromopyrrolidine-2,5-dione (1.378 g, 7.74 mmol) in portions. After addition, the resulting yellow mixture was stirred at 0° C. for 15 min, then at rt for 3.5 hrs, After this time, the reaction was determined not to be complete by LCMS analysi... Procedure details: The titled compound was prepared from N-(2-chloro-3-trifluoromethylbenzyl)-2-(4-chlorophenyl)propionamide in 94% yield in the same manner as the preparation of N-(2-chloro-3-trifluoromethylbenzyl)-2-(2-chlorophenyl)propylamine in Example 184c. MS (ESI) 362 (MH+). Product: ClC1=C(CNCC(C)C2=CC=C(C=C2)Cl)C=CC=C1C(F)(F)F (N-(2-Chloro-3-trifluoromethylbenzyl)-2-(4-chlorophenyl)propylamine). Isolated yield 94.0%. RXN SMILES: [Cl:1][C:2]1[C:20]([C:21]([F:24])([F:23])[F:22])=[CH:19][CH:18]=[CH:17][C:3]=1[CH2:4][NH:5][C:6](=O)[CH:7]([C:9]1[CH:14]=[CH:13][C:12]([Cl:15])=[CH:11][CH:10]=1)[CH3:8].ClC1C(C(F)(F)F)=CC=CC=1CNCC(C1C=CC=CC=1Cl)C>>[Cl:1][C:2]1[C:20]([C:21]([F:24])([F:22])[F:23])=[CH:19][CH:18]=[CH:17][C:3]=1[CH2:4][NH:5][CH2:6][CH:7]([C:9]1[CH:10]=[CH:11][C:12]([Cl:15])=[CH:13][CH:14]=1)[CH3:8]. Starting materials: ClC1=C(CNC(C(C)C2=CC=C(C=C2)Cl)=O)C=CC=C1C(F)(F)F (N-(2-chloro-3-trifluoromethylbenzyl)-2-(4-chlorophenyl)propionamide), ClC1=C(CNCC(C)C2=C(C=CC=C2)Cl)C=CC=C1C(F)(F)F (N-(2-chloro-3-trifluoromethylbenzyl)-2-(2-chlorophenyl)propylamine).